describe an organic reaction: reactants, conditions, products, and yield From a dataset of the Open Reaction Database (ORD), a public repository of structured organic reaction records. The reactants are Reagent, FC1=C(C=CC(=C1)F)N1N=C(C2=C1C(CCCC2)CC2=CC(=CC=C2)F)C=O (1-(2,4-difluoro-phenyl)-8-(3-fluoro-benzyl)-1,4,5,6,7,8-hexahydro-cycloheptapyrazole-3-carbaldehyde), 1h, CC(=O)C (acetone). Run at time 8 hour. Product: FC1=C(C=CC(=C1)F)N1N=C(C2=C1C(CCCC2)CC2=CC(=CC=C2)F)C(=O)O (1-(2,4-difluoro-phenyl)-8-(3-fluoro-benzyl)-1,4,5,6,7,8-hexahydro-cycloheptapyrazole-3-carboxylic acid), 2a. RXN SMILES: [F:1][C:2]1[CH:7]=[C:6]([F:8])[CH:5]=[CH:4][C:3]=1[N:9]1[C:13]2[CH:14]([CH2:19][C:20]3[CH:25]=[CH:24][CH:23]=[C:22]([F:26])[CH:21]=3)[CH2:15][CH2:16][CH2:17][CH2:18][C:12]=2[C:11]([CH:27]=[O:28])=[N:10]1.CC(C)=[O:31]>>[F:1][C:2]1[CH:7]=[C:6]([F:8])[CH:5]=[CH:4][C:3]=1[N:9]1[C:13]2[CH:14]([CH2:19][C:20]3[CH:25]=[CH:24][CH:23]=[C:22]([F:26])[CH:21]=3)[CH2:15][CH2:16][CH2:17][CH2:18][C:12]=2[C:11]([C:27]([OH:31])=[O:28])=[N:10]1. Procedure: Jone's Reagent (5.75 mL, 8.6 mmol) was added to a solution of 1-(2,4-difluoro-phenyl)-8-(3-fluoro-benzyl)-1,4,5,6,7,8-hexahydro-cycloheptapyrazole-3-carbaldehyde Compound 1h (1.65 g, 4.31 mmol) in acetone (20 mL) at 0° C. under a N2 atmosphere. The resulting suspension was stirred overnight, while warming to r.t., then filtered through a pad of celite to afford 1-(2,4-difluoro-phenyl)-8-(3-fluoro-benzyl)-1,4,5,6,7,8-hexahydro-cycloheptapyrazole-3-carboxylic acid Compound 2a as a solid. Reactants: [Ca] (calcium), NCCC(=O)O (beta-alanine), CC1(COC(=O)C1O)C (dl-pantolactone). Yields the product CC(C)(CO)C(C(=O)NCCC(=O)[O-])O.CC(C)(CO)C(C(=O)NCCC(=O)[O-])O.[Ca+2] (dl-calcium pantothenate). Reaction SMILES: [Ca:1].[NH2:2][CH2:3][CH2:4][C:5]([OH:7])=[O:6].[CH3:8][C:9]1([CH3:16])[CH:14]([OH:15])[C:12](=[O:13])[O:11][CH2:10]1>>[CH3:8][C:9]([CH:14]([OH:15])[C:12]([NH:2][CH2:3][CH2:4][C:5]([O-:7])=[O:6])=[O:13])([CH2:10][OH:11])[CH3:16].[CH3:8][C:9]([CH:14]([OH:15])[C:12]([NH:2][CH2:3][CH2:4][C:5]([O-:7])=[O:6])=[O:13])([CH2:10][OH:11])[CH3:16].[Ca+2:1] |f:3.4.5|. Reported procedure: reacting the anhydrous calcium salt of beta-alanine with dl-pantolactone to form dl-calcium pantothenate. Starting materials: Intermediate 20, BrC=1C=NC=CC1CC(C)C (3-bromo-4-isobutylpyridine), BrC=1C=NC=CC1CC(C)C (3-bromo-4-isobutylpyridine), C(C)(C)(C)OC(COC1=C(C=C(C=C1)Cl)C#C)=O (tert-butyl(4-chloro-2-ethynylphenoxy)acetate), C(C)(C)(C)OC(COC1=C(C=C(C=C1)Cl)C#C)=O (tert-butyl(4-chloro-2-ethynylphenoxy)acetate). The product is C(C)(C)(C)OC(COC1=C(C=C(C=C1)Cl)C#CC=1C=NC=CC1CC(C)C)=O (tert-butyl{4-chloro-2-[(4-isobutylpyridin-3-yl)ethynyl]phenoxy}acetate). RXN SMILES: [C:1]([O:5][C:6](=[O:18])[CH2:7][O:8][C:9]1[CH:14]=[CH:13][C:12]([Cl:15])=[CH:11][C:10]=1[C:16]#[CH:17])([CH3:4])([CH3:3])[CH3:2].Br[C:20]1[CH:21]=[N:22][CH:23]=[CH:24][C:25]=1[CH2:26][CH:27]([CH3:29])[CH3:28]>>[C:1]([O:5][C:6](=[O:18])[CH2:7][O:8][C:9]1[CH:14]=[CH:13][C:12]([Cl:15])=[CH:11][C:10]=1[C:16]#[C:17][C:20]1[CH:21]=[N:22][CH:23]=[CH:24][C:25]=1[CH2:26][CH:27]([CH3:29])[CH3:28])([CH3:4])([CH3:3])[CH3:2]. Procedure details: Following the general method as outlined in Intermediate 20, starting from (4-chloro-2-ethynyl-phenoxy)-acetic acid tert-butyl ester (Intermediate 3) and 3-bromo-4-isobutylpyridine (Intermediate 52), the title compound was obtained as a dark orange sticky solid after purification by preparative HPLC.